The task is: describe an organic reaction: reactants, conditions, products, and yield. This data is from the Open Reaction Database (ORD), a public repository of structured organic reaction records. Starting materials: O=[Ag-], COC(=O)CCCCO[Si](C)(C)C(C)(C)C, CC#N, C1CCOC1, CCOCC, CC(C)NC(C)C, O=C(O[Ag])C(F)(F)F, I, [Li]CCCC, O=C(O)CC(O)(CC(=O)O)C(=O)O. Product: COC(=O)C(O)CCCO[Si](C)(C)C(C)(C)C. Reaction SMILES: [Ag-:64]=[O:65].[C:13]([CH3:14])([CH3:15])([CH3:16])[Si:17]([O:18][CH2:19][CH2:20][CH2:21][CH2:22][C:23](=[O:24])[O:25][CH3:26])([CH3:27])[CH3:28].[C:48](#[N:49])[CH3:50].[CH2:43]1[O:44][CH2:45][CH2:46][CH2:47]1.[CH2:51]([O:52][CH2:53][CH3:54])[CH3:55].[CH:6]([NH:7][CH:8]([CH3:9])[CH3:10])([CH3:11])[CH3:12].[F:56][C:57]([F:58])([F:59])[C:60]([O:61][Ag:62])=[O:63].[I:29].[Li:1][CH2:2][CH2:3][CH2:4][CH3:5].[OH:30][C:31]([CH2:32][C:33]([C:34](=[O:35])[OH:36])([CH2:37][C:38](=[O:39])[OH:40])[OH:41])=[O:42]>>[C:13]([CH3:14])([CH3:15])([CH3:16])[Si:17]([O:18][CH2:19][CH2:20][CH2:21][CH:22]([C:23](=[O:24])[O:25][CH3:26])[OH:30])([CH3:27])[CH3:28]. The reactants are O=S(=O)(c1ccc(Br)cc1OC(F)(F)F)N(Cc1cccc(OC2CCCCO2)c1)c1ccc(OCCN2CCCC2)cc1, O=C([O-])O, CCO, Cl, [Na+]. The product is O=S(=O)(c1ccc(Br)cc1OC(F)(F)F)N(Cc1cccc(O)c1)c1ccc(OCCN2CCCC2)cc1. Reaction SMILES: [Br:1][c:2]1[cH:3][c:4]([O:40][C:41]([F:42])([F:43])[F:44])[c:5]([S:8](=[O:9])(=[O:10])[N:11]([CH2:12][c:13]2[cH:14][c:15]([O:19][CH:20]3[CH2:21][CH2:22][CH2:23][CH2:24][O:25]3)[cH:16][cH:17][cH:18]2)[c:26]2[cH:27][cH:28][c:29]([O:32][CH2:33][CH2:34][N:35]3[CH2:36][CH2:37][CH2:38][CH2:39]3)[cH:30][cH:31]2)[cH:6][cH:7]1.[C:49](=[O:50])([OH:51])[O-:52].[CH3:46][CH2:47][OH:48].[ClH:45].[Na+:53]>>[Br:1][c:2]1[cH:3][c:4]([O:40][C:41]([F:42])([F:43])[F:44])[c:5]([S:8](=[O:9])(=[O:10])[N:11]([CH2:12][c:13]2[cH:14][c:15]([OH:19])[cH:16][cH:17][cH:18]2)[c:26]2[cH:27][cH:28][c:29]([O:32][CH2:33][CH2:34][N:35]3[CH2:36][CH2:37][CH2:38][CH2:39]3)[cH:30][cH:31]2)[cH:6][cH:7]1. The reactants are NC=1C2=C(N=CN1)N(C=C2C2=CC(=C(C=C2)NC(OC2=CC=CC=C2)=O)OC)C2CCOCC2 (Phenyl N-[4-(4-amino-7-tetrahydro-2H-4-pyranyl-7H-pyrrolo[2,3-d]pyrimidin-5-yl)-2-methoxyphenyl]carbamate), O1CCN(CC1)CCO (2-morpholino-1-ethanol). Solvent: N1=CC=CC=C1 (pyridine). Conditions: temperature 100 celsius. Yields the product NC=1C2=C(N=CN1)N(C=C2C2=CC(=C(C=C2)NC(OCCN2CCOCC2)=O)OC)C2CCOCC2 (2-morpholinoethyl N-[4-(4-amino-7-tetrahydro-2H-4-pyranyl-7H-pyrrolo[2,3-d]pyrimidin-5-yl)-2-methoxyphenyl]carbamate). Reaction SMILES: [NH2:1][C:2]1[C:3]2[C:10]([C:11]3[CH:16]=[CH:15][C:14]([NH:17][C:18](=[O:26])[O:19][C:20]4[CH:25]=CC=CC=4)=[C:13]([O:27][CH3:28])[CH:12]=3)=[CH:9][N:8]([CH:29]3[CH2:34][CH2:33][O:32][CH2:31][CH2:30]3)[C:4]=2[N:5]=[CH:6][N:7]=1.[O:35]1[CH2:40][CH2:39][N:38](CCO)[CH2:37][CH2:36]1>N1C=CC=CC=1>[NH2:1][C:2]1[C:3]2[C:10]([C:11]3[CH:16]=[CH:15][C:14]([NH:17][C:18](=[O:26])[O:19][CH2:20][CH2:25][N:38]4[CH2:39][CH2:40][O:35][CH2:36][CH2:37]4)=[C:13]([O:27][CH3:28])[CH:12]=3)=[CH:9][N:8]([CH:29]3[CH2:34][CH2:33][O:32][CH2:31][CH2:30]3)[C:4]=2[N:5]=[CH:6][N:7]=1. Reported procedure: Phenyl N-[4-(4-amino-7-tetrahydro-2H-4-pyranyl-7H-pyrrolo[2,3-d]pyrimidin-5-yl)-2-methoxyphenyl]carbamate (25 mg, 0.054 mmol) was mixed with 2-morpholino-1-ethanol (0.1 mL) in pyridine (0.7 mL). The reaction mixture was heated at 100° C. overnight. The solvent was removed and the residue was purified by preparative reverse phase HPLC to give 2-morpholinoethyl N-[4-(4-amino-7-tetrahydro-2H-4-pyranyl-7H-pyrrolo[2,3-d]pyrimidin-5-yl)-2-methoxyphenyl]carbamate (24 mg, 0.048 mmol). The solid was diss... Reactants: CCCCP(CCCC)CCCC, ClCCl, COc1cc2c(Nc3ccc(Cl)cc3F)ncnc2cc1O, O=C(N=NC(=O)N1CCCCC1)N1CCCCC1, CN1CCN(CCO)CC1. Yields the product COc1cc2c(Nc3ccc(Cl)cc3F)ncnc2cc1OCCN1CCN(C)CC1. RXN SMILES: [CH2:33]([P:34]([CH2:35][CH2:36][CH2:37][CH3:38])[CH2:39][CH2:40][CH2:41][CH3:42])[CH2:43][CH2:44][CH3:45].[CH2:64]([Cl:65])[Cl:66].[Cl:11][c:12]1[cH:13][c:14]([F:32])[c:15]([NH:16][c:17]2[n:18][cH:19][n:20][c:21]3[cH:22][c:23]([OH:29])[c:24]([O:27][CH3:28])[cH:25][c:26]23)[cH:30][cH:31]1.[N:46]([C:47]([N:48]1[CH2:49][CH2:50][CH2:51][CH2:52][CH2:53]1)=[O:54])=[N:55][C:56]([N:57]1[CH2:58][CH2:59][CH2:60][CH2:61][CH2:62]1)=[O:63].[OH:1][CH2:2][CH2:3][N:4]1[CH2:5][CH2:6][N:7]([CH3:10])[CH2:8][CH2:9]1>>[O:1]([CH2:2][CH2:3][N:4]1[CH2:5][CH2:6][N:7]([CH3:10])[CH2:8][CH2:9]1)[c:23]1[cH:22][c:21]2[n:20][cH:19][n:18][c:17]([NH:16][c:15]3[c:14]([F:32])[cH:13][c:12]([Cl:11])[cH:31][cH:30]3)[c:26]2[cH:25][c:24]1[O:27][CH3:28]. The reactants are Cc1oc(-c2ccccc2)nc1C=Cc1ccc(CO)cc1, Cc1ccccc1, CCOC(C)=O, CCOC(=O)N=NC(=O)OCC, C1CCOC1, COC(=O)Cc1ccccc1O, c1ccc(P(c2ccccc2)c2ccccc2)cc1. The product is COC(=O)Cc1ccccc1OCc1ccc(C=Cc2nc(-c3ccccc3)oc2C)cc1. RXN SMILES: [CH3:1][c:2]1[c:3]([CH:13]=[CH:14][c:15]2[cH:16][cH:17][c:18]([CH2:21][OH:22])[cH:19][cH:20]2)[n:4][c:5](-[c:7]2[cH:8][cH:9][cH:10][cH:11][cH:12]2)[o:6]1.[CH3:66][c:67]1[cH:68][cH:69][cH:70][cH:71][cH:72]1.[CH3:73][CH2:74][O:75][C:76](=[O:77])[CH3:78].[O:54]=[C:55]([O:56][CH2:57][CH3:58])[N:59]=[N:60][C:61]([O:62][CH2:63][CH3:64])=[O:65].[O:79]1[CH2:80][CH2:81][CH2:82][CH2:83]1.[OH:23][c:24]1[c:25]([CH2:30][C:31](=[O:32])[O:33][CH3:34])[cH:26][cH:27][cH:28][cH:29]1.[c:35]1([P:36]([c:37]2[cH:38][cH:39][cH:40][cH:41][cH:42]2)[c:43]2[cH:44][cH:45][cH:46][cH:47][cH:48]2)[cH:49][cH:50][cH:51][cH:52][cH:53]1>>[CH3:1][c:2]1[c:3]([CH:13]=[CH:14][c:15]2[cH:16][cH:17][c:18]([CH2:21][O:22][c:24]3[c:25]([CH2:30][C:31](=[O:32])[O:33][CH3:34])[cH:26][cH:27][cH:28][cH:29]3)[cH:19][cH:20]2)[n:4][c:5](-[c:7]2[cH:8][cH:9][cH:10][cH:11][cH:12]2)[o:6]1.